This data is from the Open Reaction Database (ORD), a public repository of structured organic reaction records. The task is: describe an organic reaction: reactants, conditions, products, and yield The product is COC(=O)c1cc(O)c(O)c([N+](=O)[O-])c1. Reactants: ClCCl, O=C(O)c1cc(O)c(O)c([N+](=O)[O-])c1. Reaction SMILES: [CH2:15]([Cl:16])[Cl:17].[OH:1][c:2]1[cH:3][c:4]([C:5](=[O:6])[OH:7])[cH:8][c:9]([N+:12](=[O:13])[O-:14])[c:10]1[OH:11]>>[OH:1][c:2]1[cH:3][c:4]([C:5](=[O:6])[O:7][CH3:15])[cH:8][c:9]([N+:12](=[O:13])[O-:14])[c:10]1[OH:11]. The reactants are ClC1=CC2=C(N=C(N(C2=O)CCC)OCCC)S1 (6-chloro-2-propoxy-3-propyl-4-oxo-thieno[2,3-d]pyrimidine), COC=1C=CC(=CC1)P2(=S)SP(=S)(S2)C=3C=CC(=CC3)OC (Lawesson reagent). Solvent: O1CCOCC1 (dioxane). Yields the product ClC1=CC2=C(N=C(N(C2=S)CCC)OCCC)S1 (6-Chloro-2-propoxy-3-propyl-4-thioxo-thieno[2,3-d]pyrimidine). Reaction SMILES: [Cl:1][C:2]1[S:18][C:5]2[N:6]=[C:7]([O:14][CH2:15][CH2:16][CH3:17])[N:8]([CH2:11][CH2:12][CH3:13])[C:9](=O)[C:4]=2[CH:3]=1.COC1C=CC(P2(SP(C3C=CC(OC)=CC=3)(=S)S2)=[S:28])=CC=1>O1CCOCC1>[Cl:1][C:2]1[S:18][C:5]2[N:6]=[C:7]([O:14][CH2:15][CH2:16][CH3:17])[N:8]([CH2:11][CH2:12][CH3:13])[C:9](=[S:28])[C:4]=2[CH:3]=1. Procedure details: In a sulfonation flask, a mixture of 1.15 g 6-chloro-2-propoxy-3-propyl-4-oxo-thieno[2,3-d]pyrimidine, 0.97g Lawesson reagent and 50 ml of dioxane is heated at reflux temperature for 3.5 hours. After removal of the solvent in the water jet vacuum, the residue is taken up in ethylacetate and the organic phase is washed twice with water. The organic phase is dried over sodium sulfate and the solvent removed in the water jet vacuum. The crude material is purified twice by column chromatography over... The reactants are ClC1=CC=C(C=C1)C(CCC1=CC=CC2=CC=CC=C12)=O (1-(4-chlorophenyl)-3-(1-naphthalenyl)propan-1-one), ClC1=CC=C(C=C1)CC/C(=C/C(=O)OCC)/C1=CC=CC2=CC=CC=C12 ((Z)-ethyl 5-(4-chlorophenyl)-3-(1-naphthalenyl)pent-2-enoate). The product is ClC1=CC=C(C=C1)CC\C(=C/C(=O)OCC)\C1=CC=CC2=CC=CC=C12 ((E)-ethyl 5-(4-chlorophenyl)-3-(1-naphthalenyl)pent-2-enoate). RXN SMILES: ClC1C=CC(C(=O)CCC2C3C(=CC=CC=3)C=CC=2)=CC=1.[Cl:22][C:23]1[CH:28]=[CH:27][C:26]([CH2:29][CH2:30]/[C:31](/[C:38]2[C:47]3[C:42](=[CH:43][CH:44]=[CH:45][CH:46]=3)[CH:41]=[CH:40][CH:39]=2)=[CH:32]/[C:33]([O:35][CH2:36][CH3:37])=[O:34])=[CH:25][CH:24]=1>>[Cl:22][C:23]1[CH:24]=[CH:25][C:26]([CH2:29][CH2:30]/[C:31](/[C:38]2[C:47]3[C:42](=[CH:43][CH:44]=[CH:45][CH:46]=3)[CH:41]=[CH:40][CH:39]=2)=[CH:32]\[C:33]([O:35][CH2:36][CH3:37])=[O:34])=[CH:27][CH:28]=1. Reported procedure: By a procedure similar to that of example 1.85.3, starting from 1-(4-chlorophenyl)-3-(1-naphthalenyl)propan-1-one, (Z)-ethyl 5-(4-chlorophenyl)-3-(1-naphthalenyl)pent-2-enoate and (E)-ethyl 5-(4-chlorophenyl)-3-(1-naphthalenyl)pent-2-enoate were obtained as colourless oils. The reactants are [Br-], CC12CCC3c4ccc(OCc5ccccc5)cc4CC(CCCCCO)C3C1C=CC2=O, C[Mg+], CCOC(C)=O, [Cl-], [Cu]I, [NH4+], C1CCOC1. The product is CC1CC(=O)C2(C)CCC3c4ccc(OCc5ccccc5)cc4CC(CCCCCO)C3C12. As a reaction SMILES: [Br-:1].[CH2:4]([c:5]1[cH:6][cH:7][cH:8][cH:9][cH:10]1)[O:11][c:12]1[cH:13][c:14]2[c:27]([cH:28][cH:29]1)[CH:26]1[CH:17]([CH:16]([CH2:31][CH2:32][CH2:33][CH2:34][CH2:35][OH:36])[CH2:15]2)[CH:18]2[CH:19]=[CH:20][C:21](=[O:30])[C:22]2([CH3:23])[CH2:24][CH2:25]1.[CH3:2][Mg+:3].[CH3:44][CH2:45][O:46][C:47](=[O:48])[CH3:49].[Cl-:37].[Cu:50][I:51].[NH4+:38].[O:39]1[CH2:40][CH2:41][CH2:42][CH2:43]1>>[CH3:2][CH:19]1[CH:18]2[CH:17]3[CH:16]([CH2:31][CH2:32][CH2:33][CH2:34][CH2:35][OH:36])[CH2:15][c:14]4[cH:13][c:12]([O:11][CH2:4][c:5]5[cH:6][cH:7][cH:8][cH:9][cH:10]5)[cH:29][cH:28][c:27]4[CH:26]3[CH2:25][CH2:24][C:22]2([CH3:23])[C:21](=[O:30])[CH2:20]1. Starting materials: O=C1CCC(=O)N1Br, O=C(OOC(=O)c1ccccc1)c1ccccc1, ClC(Cl)(Cl)Cl, CCOC(=O)c1ccc(Cl)nc1CC. Yields the product CCOC(=O)c1ccc(Cl)nc1C(C)Br. Reaction SMILES: [Br:15][N:16]1[C:17](=[O:18])[CH2:19][CH2:20][C:21]1=[O:22].[C:23]([O:24][O:25][C:26](=[O:27])[c:28]1[cH:29][cH:30][cH:31][cH:32][cH:33]1)(=[O:34])[c:35]1[cH:36][cH:37][cH:38][cH:39][cH:40]1.[C:41]([Cl:42])([Cl:43])([Cl:44])[Cl:45].[Cl:1][c:2]1[n:3][c:4]([CH2:13][CH3:14])[c:5]([C:6](=[O:7])[O:8][CH2:9][CH3:10])[cH:11][cH:12]1>>[Cl:1][c:2]1[n:3][c:4]([CH:13]([CH3:14])[Br:15])[c:5]([C:6](=[O:7])[O:8][CH2:9][CH3:10])[cH:11][cH:12]1. Starting materials: BrC=1C=CC(=NC1)[N+](=O)[O-] (5-bromo-2-nitropyridine), C(CC(=O)OCC)(=O)OCC1=CC=CC=C1 (benzyl ethyl malonate), C(=O)([O-])[O-].[K+].[K+] (K2CO3). Run in O1CCCC1 (tetrahydrofuran), CN(C=O)C (dimethylformamide), O (water). The product is [N+](=O)([O-])C1=CC=C(C=N1)C(C(=O)OCC1=CC=CC=C1)C(=O)OCC (benzyl ethyl 2-(6-nitro-3-pyridinyl)malonate). Yield: 35.8%. As a reaction SMILES: Br[C:2]1[CH:3]=[CH:4][C:5]([N+:8]([O-:10])=[O:9])=[N:6][CH:7]=1.[C:11]([O:19][CH2:20][C:21]1[CH:26]=[CH:25][CH:24]=[CH:23][CH:22]=1)(=[O:18])[CH2:12][C:13]([O:15][CH2:16][CH3:17])=[O:14].C([O-])([O-])=O.[K+].[K+]>O1CCCC1.CN(C)C=O.O>[N+:8]([C:5]1[N:6]=[CH:7][C:2]([CH:12]([C:13]([O:15][CH2:16][CH3:17])=[O:14])[C:11]([O:19][CH2:20][C:21]2[CH:22]=[CH:23][CH:24]=[CH:25][CH:26]=2)=[O:18])=[CH:3][CH:4]=1)([O-:10])=[O:9] |f:2.3.4|. Reported procedure: To a mixture of 5-bromo-2-nitropyridine (8.66 g, 42.7 mmol) and benzyl ethyl malonate (9.50 g, 42.7 mmol) in tetrahydrofuran (160 ml) and dimethylformamide (40 ml) was added K2CO3 (5.90 g, 42.7 mmol) and stirred under reflux temperature for 20 h. The mixture was diluted with water (1 l) and extracted with ethyl acetate (3×200 ml). The organic layer was washed with brine, dried (MgSO4) and concentrated to give 5.26 g of title compound as orange oil. Reactants: FC(C1=CC(=NC=2N1N=CC2C#C)C2=CC=C(C=C2)C(F)(F)F)F (7-Difluoromethyl-3-ethynyl-5-(4-trifluoromethyl-phenyl)-pyrazolo[1,5-a]pyrimidine), BrC1=CC=C(C=C1)S(=O)(=O)N(C)C (4-Bromo-N,N-dimethyl-benzenesulfonamide). The product is FC(C1=CC(=NC=2N1N=CC2C#CC2=CC=C(C=C2)S(=O)(=O)N(C)C)C2=CC=C(C=C2)C(F)(F)F)F (4-[7-Difluoromethyl-5-(4-trifluoromethyl-phenyl)-pyrazolo[1,5-a]pyrimidin-3-ylethynyl]-N,N-dimethyl-benzenesulfonamide), solid. Yield: 74.0%. RXN SMILES: [F:1][CH:2]([F:24])[C:3]1[N:8]2[N:9]=[CH:10][C:11]([C:12]#[CH:13])=[C:7]2[N:6]=[C:5]([C:14]2[CH:19]=[CH:18][C:17]([C:20]([F:23])([F:22])[F:21])=[CH:16][CH:15]=2)[CH:4]=1.Br[C:26]1[CH:31]=[CH:30][C:29]([S:32]([N:35]([CH3:37])[CH3:36])(=[O:34])=[O:33])=[CH:28][CH:27]=1>>[F:24][CH:2]([F:1])[C:3]1[N:8]2[N:9]=[CH:10][C:11]([C:12]#[C:13][C:26]3[CH:27]=[CH:28][C:29]([S:32]([N:35]([CH3:37])[CH3:36])(=[O:33])=[O:34])=[CH:30][CH:31]=3)=[C:7]2[N:6]=[C:5]([C:14]2[CH:19]=[CH:18][C:17]([C:20]([F:23])([F:22])[F:21])=[CH:16][CH:15]=2)[CH:4]=1. Procedure: The title compound was prepared from 7-Difluoromethyl-3-ethynyl-5-(4-trifluoromethyl-phenyl)-pyrazolo[1,5-a]pyrimidine (example C.2) (340 mg, 1.0 mmol) and 4-bromo-N,N-dimethyl-benzenesulfonamide (example B.25) (276 mg, 1.0 mmol) according to general procedure II. Obtained as a yellow solid (390 mg, 74%). MS (ISP) 521.3 [(M+H)+]; mp 211-212° C. The reactants are C(C)(=O)OCC (ethyl acetate), BrC=1C(=NC(=NC1N1N=CC=C1)N1N=CC=C1)N (5-bromo-2,6-di(1H-pyrazol-1-yl)pyrimidin-4-amine), [C-]#N (cyanide), carbonitrile. Run in N1=CC=CC=C1 (pyridine). Product: NC1=NC(=NC(=C1C#N)N1N=CC=C1)N1N=CC=C1 (4-amino-2,6-di-(1H-pyrazol-1-yl)pyrimidine-5-carbonitrile). Isolated yield 39.6%. As a reaction SMILES: Br[C:2]1[C:3]([NH2:18])=[N:4][C:5]([N:13]2[CH:17]=[CH:16][CH:15]=[N:14]2)=[N:6][C:7]=1[N:8]1[CH:12]=[CH:11][CH:10]=[N:9]1.[C-:19]#[N:20].C(OCC)(=O)C>N1C=CC=CC=1>[NH2:18][C:3]1[C:2]([C:19]#[N:20])=[C:7]([N:8]2[CH:12]=[CH:11][CH:10]=[N:9]2)[N:6]=[C:5]([N:13]2[CH:17]=[CH:16][CH:15]=[N:14]2)[N:4]=1. Procedure: A mixture of 0.2 g (0.65 mmol) of 5-bromo-2,6-di(1H-pyrazol-1-yl)pyrimidin-4-amine and 0.06 g (0.72 mmol) of cupper (I) cyanide in 3 ml of pyridine was irradiated with microwaves at 250° C. for 20 min. After nearly complete conversion to the corresponding carbonitrile as was indicated by TLC, ethyl acetate was added and filtered throw celite. The solution was extracted two times with 10 ml of saturated solution of NaHCO3 and Brine. The organic layer was separated, dried with MgSO4 and concentrat... Starting materials: O=C([O-])[O-], C1CCOC1, CCOC(C)=O, O=S(=O)(C1=CCOc2c(F)ccc(F)c21)c1ccc(Cl)cc1, NCCCO, [Na+], [Na+]. The product is O=S(=O)(c1ccc(Cl)cc1)C1c2c(F)ccc(F)c2OCC1NCCCO. Reaction SMILES: [C:28](=[O:29])([O-:30])[O-:31].[CH2:40]1[O:41][CH2:42][CH2:43][CH2:44]1.[CH3:34][CH2:35][O:36][C:37](=[O:38])[CH3:39].[Cl:1][c:2]1[cH:3][cH:4][c:5]([S:8](=[O:9])(=[O:10])[C:11]2=[CH:12][CH2:13][O:14][c:15]3[c:16]([F:22])[cH:17][cH:18][c:19]([F:21])[c:20]32)[cH:6][cH:7]1.[NH2:23][CH2:24][CH2:25][CH2:26][OH:27].[Na+:32].[Na+:33]>>[Cl:1][c:2]1[cH:3][cH:4][c:5]([S:8](=[O:9])(=[O:10])[CH:11]2[CH:12]([NH:23][CH2:24][CH2:25][CH2:26][OH:27])[CH2:13][O:14][c:15]3[c:16]([F:22])[cH:17][cH:18][c:19]([F:21])[c:20]32)[cH:6][cH:7]1. As a reaction SMILES: [Br:1][C:2]1[CH:9]=[CH:8][CH:7]=[CH:6][C:3]=1[CH:4]=O.[N:10]([CH2:13][C:14]([O:16][CH3:17])=[O:15])=[N+:11]=[N-:12].C[O-].[Na+]>CO>[N:10]([C:13](=[CH:4][C:3]1[CH:6]=[CH:7][CH:8]=[CH:9][C:2]=1[Br:1])[C:14]([O:16][CH3:17])=[O:15])=[N+:11]=[N-:12] |f:2.3|. The yield is 18636.4%. Run in CO (methanol), CO (methanol). Reported procedure: A solution of 75 ml (624 mmol) of 2-bromobenzaldehyde and of 252 g (2.2 mmol) of methyl azidoacetate in 160 ml of methanol is added dropwise over 3 h, at a temperature of −10 to −8° C., under nitrogen and with mechanical stirring, to a solution of 476 ml of sodium methoxide (30% in methanol) in 950 ml of methanol. Stirring is maintained for 2 h at a temperature below 5° C. The mixture is poured onto 1.5 kg of ice. The precipitate is collected by filtration, washed with water and dried under redu... The reactants are ice, BrC1=C(C=O)C=CC=C1 (2-bromobenzaldehyde), N(=[N+]=[N-])CC(=O)OC (methyl azidoacetate), C[O-].[Na+] (sodium methoxide). Yields the product N(=[N+]=[N-])C(C(=O)OC)=CC1=C(C=CC=C1)Br (Methyl 2-azido-3-(2-bromophenyl)prop-2-enoate).